Dataset: the Open Reaction Database (ORD), a public repository of structured organic reaction records. Task: describe an organic reaction: reactants, conditions, products, and yield The reactants are COC1=NS(N=C1OC)(=O)=O (3,4-dimethoxy-1,2,5-thiadiazole 1,1-dioxide), CN(C)CC=1C=C(C=CC1)CSCCN (2-[(3-{dimethylaminomethyl}phenyl)methylthio]ethylamine), N (ammonia). The product is CN(C)CC=1C=C(C=CC1)CSCCNC1=NS(N=C1N)(=O)=O (3-{2-[(3-{Dimethylaminomethyl}phenyl)methylthio]ethylamino}-4-amino-1,2,5-thiadiazole 1,1-dioxide). RXN SMILES: CO[C:3]1[C:7](OC)=[N:6][S:5](=[O:11])(=[O:10])[N:4]=1.[CH3:12][N:13]([CH2:15][C:16]1[CH:17]=[C:18]([CH2:22][S:23][CH2:24][CH2:25][NH2:26])[CH:19]=[CH:20][CH:21]=1)[CH3:14].[NH3:27]>>[CH3:14][N:13]([CH2:15][C:16]1[CH:17]=[C:18]([CH2:22][S:23][CH2:24][CH2:25][NH:26][C:3]2[C:7]([NH2:27])=[N:6][S:5](=[O:11])(=[O:10])[N:4]=2)[CH:19]=[CH:20][CH:21]=1)[CH3:12]. Reported procedure: When a methanolic suspension of 3,4-dimethoxy-1,2,5-thiadiazole 1,1-dioxide is successively treated with an equimolar amount of 2-[(3-{dimethylaminomethyl}phenyl)methylthio]ethylamine [prepared according to the procedure described in Belgian Pat. No. 867,106] and excess ammonia by the general procedure described in Example 35, the title compound is thereby produced. Starting materials: FC=1C=C(C(=C(C1)N)[N+](=O)[O-])C (3-fluoro-5-amino-6-nitrotoluene), C(=O)(OC(C)(C)C)N1CCNCC1 (BOC-piperazine), CN1CCOCC1 (4-methylmorpholine). Solvent: CN1CCCC1=O (NMP), C(C)(=O)OCC (ethyl acetate). Conditions: time 8 hour. Yields the product C(C)(C)(C)OC(=O)N1CCN(CC1)C1=CC(=C(C(=C1)C)[N+](=O)[O-])N (4-(3-Amino-5-methyl-4-nitro-phenyl)-piperazine-1-carboxylic acid tert-butyl ester). Yield: 82.4%. RXN SMILES: F[C:2]1[CH:3]=[C:4]([CH3:12])[C:5]([N+:9]([O-:11])=[O:10])=[C:6]([NH2:8])[CH:7]=1.[C:13]([N:20]1[CH2:25][CH2:24][NH:23][CH2:22][CH2:21]1)([O:15][C:16]([CH3:19])([CH3:18])[CH3:17])=[O:14].CN1CCOCC1>CN1C(=O)CCC1.C(OCC)(=O)C>[C:16]([O:15][C:13]([N:20]1[CH2:25][CH2:24][N:23]([C:2]2[CH:3]=[C:4]([CH3:12])[C:5]([N+:9]([O-:11])=[O:10])=[C:6]([NH2:8])[CH:7]=2)[CH2:22][CH2:21]1)=[O:14])([CH3:19])([CH3:17])[CH3:18]. Procedure details: To a stirred solution of 3-fluoro-5-amino-6-nitrotoluene (10 g, 58.79 mmol) in anhydrous NMP (160 mL) under nitrogen was added BOC-piperazine (39 g, 209.4 mmol) and 4-methylmorpholine (25.9 mL). The resulting dark solution was heated to reflux for 72 h, cooled to room temperature and diluted with ethyl acetate (4000 mL). The organic layer was washed with water (8×1500 mL), brine (1×1500 mL), dried over sodium sulfate and evaporated in vacuo. The resulting dark oil was dissolved in boiling absolu...